From a dataset of the Open Reaction Database (ORD), a public repository of structured organic reaction records. describe an organic reaction: reactants, conditions, products, and yield Starting materials: COC(=O)c1ccc(Cl)c(OCCc2ccc(Cl)cc2Cl)c1, Cl, [Na+], C1COCCO1, [OH-], O. The product is O=C(O)c1ccc(Cl)c(OCCc2ccc(Cl)cc2Cl)c1. As a reaction SMILES: [CH3:1][O:2][C:3]([c:4]1[cH:5][c:6]([O:11][CH2:12][CH2:13][c:14]2[c:15]([Cl:21])[cH:16][c:17]([Cl:20])[cH:18][cH:19]2)[c:7]([Cl:10])[cH:8][cH:9]1)=[O:22].[ClH:26].[Na+:25].[O:27]1[CH2:28][CH2:29][O:30][CH2:31][CH2:32]1.[OH-:24].[OH2:23]>>[O:2]=[C:3]([c:4]1[cH:5][c:6]([O:11][CH2:12][CH2:13][c:14]2[c:15]([Cl:21])[cH:16][c:17]([Cl:20])[cH:18][cH:19]2)[c:7]([Cl:10])[cH:8][cH:9]1)[OH:22]. Reactants: [OH-].[Na+] (sodium hydroxide), C(C)OC(=O)C=1N=C(OC1NC(=O)OC(C)(C)C)C (5-tert-butoxycarbonylamino-2-methyl-oxazole-4-carboxylic acid ethyl ester), Cl (HCl). Solvent: C1CCOC1 (THF). Run at time 6 day. Yields the product C(C)(C)(C)OC(=O)NC1=C(N=C(O1)C)C(=O)O (5-tert-Butoxycarbonylamino-2-methyl-oxazole-4-carboxylic acid). Reaction SMILES: C([O:3][C:4]([C:6]1[N:7]=[C:8]([CH3:19])[O:9][C:10]=1[NH:11][C:12]([O:14][C:15]([CH3:18])([CH3:17])[CH3:16])=[O:13])=[O:5])C.[OH-].[Na+].Cl>C1COCC1>[C:15]([O:14][C:12]([NH:11][C:10]1[O:9][C:8]([CH3:19])=[N:7][C:6]=1[C:4]([OH:5])=[O:3])=[O:13])([CH3:18])([CH3:16])[CH3:17] |f:1.2|. Procedure details: To a solution of 314 mg (1.163 mmol) 5-tert-butoxycarbonylamino-2-methyl-oxazole-4-carboxylic acid ethyl ester in 1.16 ml THF was added at 0° C. 5.82 ml (5.82 mmol) 1N sodium hydroxide, the mixture was allowed to warm to room temperature and stirring was continued for 6 days. At 0° C. 5.82 ml (5.82 mmol) 1N HCl was added and the solvents were evaporated. The residue was suspended in DCM and filtered, the solvent was evaporated to provide the title compound as colorless solid. Reactants: CN, CO, Cn1c(=O)cc(Cl)n(-c2ccc(I)cc2F)c1=O. The product is CNc1cc(=O)n(C)c(=O)n1-c1ccc(I)cc1F. As a reaction SMILES: [CH3:19][NH2:20].[CH3:21][OH:22].[Cl:1][c:2]1[cH:3][c:4](=[O:18])[n:5]([CH3:17])[c:6](=[O:16])[n:7]1-[c:8]1[c:9]([F:15])[cH:10][c:11]([I:14])[cH:12][cH:13]1>>[c:2]1([NH:20][CH3:19])[cH:3][c:4](=[O:18])[n:5]([CH3:17])[c:6](=[O:16])[n:7]1-[c:8]1[c:9]([F:15])[cH:10][c:11]([I:14])[cH:12][cH:13]1. Reactants: C(#N)CCP(C1=CC=CC=C1)CCC#N (bis-(β-cyanoethyl)-phenylphosphine), ICCOC (1-iodo-2-methoxyethane). The solvent is C(C)#N (acetonitrile). Yields the product [I-].C(#N)CC[PH+](C1=CC=CC=C1)CCOC (β-cyanoethyl-2-methoxyethyl-phenylphosphonium iodide). RXN SMILES: [C:1]([CH2:3][CH2:4][P:5]([CH2:12][CH2:13]C#N)[C:6]1[CH:11]=[CH:10][CH:9]=[CH:8][CH:7]=1)#[N:2].[I:16]C[CH2:18][O:19]C>C(#N)C>[I-:16].[C:1]([CH2:3][CH2:4][PH+:5]([CH2:12][CH2:13][O:19][CH3:18])[C:6]1[CH:11]=[CH:10][CH:9]=[CH:8][CH:7]=1)#[N:2] |f:3.4|. Reported procedure: 8.5 g (0.04 mole) of bis-(β-cyanoethyl)-phenylphosphine are dissolved in 50 ml of absolute acetonitrile in a nitrogen atmosphere. Then 7.71 g (0.04 mole) of 1-iodo-2-methoxyethane are added and the mixture is refluxed for 12 hours. The solvent is distilled off to yield 13.2 g (82% of theory) of the product in the form of a solid, glassy substance. Reactants: ClC=1C=C(C=NC1Cl)C1=NC(=NO1)C1=C(C=C(C=C1)CCC(=O)OC(C)(C)C)C (tert-butyl 3-(4-(5-(5,6-dichloropyridin-3-yl)-1,2,4-oxadiazol-3-yl)-3-methylphenyl)propanoate), CC(C)O (2-propanol), C[Si](C)(C)[N-][Si](C)(C)C.[Na+] (sodium bis(trimethylsilyl)amide). The solvent is C1CCOC1 (THF). Yields the product ClC=1C=C(C=NC1OC(C)C)C1=NC(=NO1)C1=C(C=C(C=C1)CCC(=O)OC(C)(C)C)C (tert-Butyl 3-(4-(5-(5-chloro-6-isopropoxypyridin-3-yl)-1,2,4-oxadiazol-3-yl)-3-methylphenyl)propanoate). The yield is 72.3%. As a reaction SMILES: [Cl:1][C:2]1[CH:3]=[C:4]([C:9]2[O:13][N:12]=[C:11]([C:14]3[CH:19]=[CH:18][C:17]([CH2:20][CH2:21][C:22]([O:24][C:25]([CH3:28])([CH3:27])[CH3:26])=[O:23])=[CH:16][C:15]=3[CH3:29])[N:10]=2)[CH:5]=[N:6][C:7]=1Cl.[CH3:30][CH:31]([OH:33])[CH3:32].C[Si]([N-][Si](C)(C)C)(C)C.[Na+]>C1COCC1>[Cl:1][C:2]1[CH:3]=[C:4]([C:9]2[O:13][N:12]=[C:11]([C:14]3[CH:19]=[CH:18][C:17]([CH2:20][CH2:21][C:22]([O:24][C:25]([CH3:28])([CH3:27])[CH3:26])=[O:23])=[CH:16][C:15]=3[CH3:29])[N:10]=2)[CH:5]=[N:6][C:7]=1[O:33][CH:31]([CH3:32])[CH3:30] |f:2.3|. Procedure details: To a solution of 138 mg (0.32 mmol) of tert-butyl 3-(4-(5-(5,6-dichloropyridin-3-yl)-1,2,4-oxadiazol-3-yl)-3-methylphenyl)propanoate and 36.5 μL (0.48 mmol) of 2-propanol in 10 mL of THF was added 477 μL (0.48 mmol) of sodium bis(trimethylsilyl)amide (1.0 M in THF). The mixture was refluxed overnight, cooled to rt and concentrated. Chromatography on a Biotage 40S cartridge using 1:19 v/v EtOAc/hexanes as the eluant gave 106 mg of the title compound: 1H NMR (500 MHz, CDCl3) δ 1.43 (s, 9H), 1.44 (...